Task: describe an organic reaction: reactants, conditions, products, and yield. Dataset: the Open Reaction Database (ORD), a public repository of structured organic reaction records Starting materials: ClC1=CC=C(C=C1)C1=CC=C(N=N1)Cl (6-(p-chlorophenyl)-3-chloropyridazine), C(NN)(=O)OCC (ethyl carbazate). Solvent: C(CCC)O (n-butyl alcohol). Yields the product ClC1=CC=C(C=C1)C1=CC=C(N=N1)NNC(=O)OCC (Ethyl 3-[6-(p-chlorophenyl)-3-pyridazinyl]carbazate). As a reaction SMILES: [Cl:1][C:2]1[CH:7]=[CH:6][C:5]([C:8]2[N:13]=[N:12][C:11](Cl)=[CH:10][CH:9]=2)=[CH:4][CH:3]=1.[C:15]([O:19][CH2:20][CH3:21])(=[O:18])[NH:16][NH2:17]>C(O)CCC>[Cl:1][C:2]1[CH:7]=[CH:6][C:5]([C:8]2[N:13]=[N:12][C:11]([NH:17][NH:16][C:15]([O:19][CH2:20][CH3:21])=[O:18])=[CH:10][CH:9]=2)=[CH:4][CH:3]=1. Procedure details: A mixture of 5.0 g. of 6-(p-chlorophenyl)-3-chloropyridazine and 6.86 g. of ethyl carbazate in 80 ml. of n-butyl alcohol is prepared. This solution is stirred and heated at reflux temperature for 4 hours. The reaction mixture is cooled in an ice bath and the resulting solid filtered, washed with n-butyl alcohol, water and dried. The product is recrystallized from ethanol to give crystalline material, m.p. 190°-192° C. Starting materials: C1CCC2=NCCCN2CC1 (DBU), C(C)(C)C1=CC=C(C=C1)C=1OC(=C(N1)COC1=CC(=C(C=O)C=C1)C)C (4-[2-(4-Isopropyl-phenyl)-5-methyl-oxazol-4-ylmethoxy]-2-methyl-benzaldehyde), [Cl-].C(C)OC(C(=O)OCC)[P+](C1=CC=CC=C1)(C1=CC=CC=C1)C1=CC=CC=C1 ((ethoxy-ethoxy-carbonyl-methyl)-triphenyl-phosphonium chloride), [Cl-].C(C)OC(C(=O)OCC)[P+](C1=CC=CC=C1)(C1=CC=CC=C1)C1=CC=CC=C1 ((ethoxy-ethoxycarbonyl-methyl)-triphenyl-phosphonium chloride). Yields the product C(C)OC(/C(=C/C1=C(C=C(C=C1)OCC=1N=C(OC1C)C1=CC=C(C=C1)C(C)C)C)/OCC)=O (2Z-ethoxy-3-{4-[2-(4-isopropyl-phenyl)-5-methyl-oxazol-4-ylmethoxy]-2-methyl-phenyl}-acrylic acid ethyl ester). As a reaction SMILES: [CH:1]([C:4]1[CH:9]=[CH:8][C:7]([C:10]2[O:11][C:12]([CH3:26])=[C:13]([CH2:15][O:16][C:17]3[CH:24]=[CH:23][C:20]([CH:21]=O)=[C:19](C)[CH:18]=3)[N:14]=2)=[CH:6][CH:5]=1)([CH3:3])[CH3:2].[Cl-].[CH2:28]([O:30][CH:31]([P+](C1C=CC=CC=1)(C1C=CC=CC=1)C1C=CC=CC=1)[C:32]([O:34][CH2:35][CH3:36])=[O:33])[CH3:29].[CH2:56]1CCN2C(=NCCC2)CC1>>[CH2:35]([O:34][C:32](=[O:33])/[C:31](/[O:30][CH2:28][CH3:29])=[CH:21]/[C:20]1[CH:23]=[CH:24][C:17]([O:16][CH2:15][C:13]2[N:14]=[C:10]([C:7]3[CH:6]=[CH:5][C:4]([CH:1]([CH3:2])[CH3:3])=[CH:9][CH:8]=3)[O:11][C:12]=2[CH3:26])=[CH:18][C:19]=1[CH3:56])[CH3:36] |f:1.2|. Reported procedure: In analogy to the procedure described in example 120 f], 4-hydroxy-2-methyl-benzaldehyde (for the preparation of 4-hydroxy-2-methyl-benzaldehyde see: H. H. Hodgson, T. A. Jenkinson, J. Chem. Soc. 1929, 469, 1639-1641) was reacted with 4-chloromethyl-2-(4-isopropyl-phenyl)-5-methyl-oxazole (prepared from 4-isopropyl-benzaldehyde and diacetyl monoxyme followed by treatment with POCl3 in analogy to the procedures described in examples 21 a] and b]) in the presence of potassium carbonate to yield 4-... Starting materials: CN(C)c1ccccn1, CC(=O)OC(C)=O, CN1CCOCC1, ClCCl, COc1ccc(F)c(F)c1C(=O)c1cnc(NC2CCN(S(N)(=O)=O)CC2)nc1N. Product: COc1ccc(F)c(F)c1C(=O)c1cnc(NC2CCN(S(=O)(=O)NC(C)=O)CC2)nc1N. RXN SMILES: [CH3:31][N:32]([c:33]1[cH:34][cH:35][cH:36][cH:37][n:38]1)[CH3:39].[CH3:40][C:41](=[O:42])[O:43][C:44](=[O:45])[CH3:46].[CH3:50][N:51]1[CH2:52][CH2:53][O:54][CH2:55][CH2:56]1.[Cl:47][CH2:48][Cl:49].[NH2:1][c:2]1[n:3][c:4]([NH:20][CH:21]2[CH2:22][CH2:23][N:24]([S:27](=[O:28])(=[O:29])[NH2:30])[CH2:25][CH2:26]2)[n:5][cH:6][c:7]1[C:8]([c:9]1[c:10]([F:18])[c:11]([F:17])[cH:12][cH:13][c:14]1[O:15][CH3:16])=[O:19]>>[NH2:1][c:2]1[n:3][c:4]([NH:20][CH:21]2[CH2:22][CH2:23][N:24]([S:27](=[O:28])(=[O:29])[NH:30][C:41]([CH3:40])=[O:42])[CH2:25][CH2:26]2)[n:5][cH:6][c:7]1[C:8]([c:9]1[c:10]([F:18])[c:11]([F:17])[cH:12][cH:13][c:14]1[O:15][CH3:16])=[O:19]. The reactants are COc1cccc(CC(=O)Cl)c1, CCOC(C)=O, Nc1ccccc1, O. Product: COc1cccc(CC(=O)Nc2ccccc2)c1. Reaction SMILES: [CH3:1][O:2][c:3]1[cH:4][c:5]([CH2:9][C:10](=[O:11])[Cl:12])[cH:6][cH:7][cH:8]1.[CH3:21][CH2:22][O:23][C:24](=[O:25])[CH3:26].[NH2:13][c:14]1[cH:15][cH:16][cH:17][cH:18][cH:19]1.[OH2:20]>>[CH3:1][O:2][c:3]1[cH:4][c:5]([CH2:9][C:10](=[O:11])[NH:13][c:14]2[cH:15][cH:16][cH:17][cH:18][cH:19]2)[cH:6][cH:7][cH:8]1.